Dataset: the Open Reaction Database (ORD), a public repository of structured organic reaction records. Task: describe an organic reaction: reactants, conditions, products, and yield Reactants: 7.2, ClC=1C=C(C(=O)NC2=NN(C3=CC=C(C=C23)NC(=O)NCC2=C(C=CC(=C2)F)F)C(=O)OC(C)(C)C)C=CC1 (tert-butyl 3-(3-chlorobenzoylamino)-5-[3-(2,5-difluorobenzyl)ureido]indazole-1-carboxylate), Cl.O1CCOCC1 (HCl dioxane). Product: ClC=1C=C(C(=O)NC2=NNC3=CC=C(C=C23)NC(=O)NCC2=C(C=CC(=C2)F)F)C=CC1 (1-[3-(3-chlorobenzoylamino)-1H-indazol-5-yl]-3-(2,5-difluorobenzyl)urea). Yield: 31.0%. As a reaction SMILES: [Cl:1][C:2]1[CH:3]=[C:4]([CH:37]=[CH:38][CH:39]=1)[C:5]([NH:7][C:8]1[C:16]2[C:11](=[CH:12][CH:13]=[C:14]([NH:17][C:18]([NH:20][CH2:21][C:22]3[CH:27]=[C:26]([F:28])[CH:25]=[CH:24][C:23]=3[F:29])=[O:19])[CH:15]=2)[N:10](C(OC(C)(C)C)=O)[N:9]=1)=[O:6].Cl.O1CCOCC1>>[Cl:1][C:2]1[CH:3]=[C:4]([CH:37]=[CH:38][CH:39]=1)[C:5]([NH:7][C:8]1[C:16]2[C:11](=[CH:12][CH:13]=[C:14]([NH:17][C:18]([NH:20][CH2:21][C:22]3[CH:27]=[C:26]([F:28])[CH:25]=[CH:24][C:23]=3[F:29])=[O:19])[CH:15]=2)[NH:10][N:9]=1)=[O:6] |f:1.2|. Reported procedure: 7.2 90 mg of tert-butyl 3-(3-chlorobenzoylamino)-5-[3-(2,5-difluorobenzyl)ureido]indazole-1-carboxylate are stirred for 16 hours with 3 ml of HCl/dioxane (4 M). The batch is evaporated and dried well. Purification of the residue by column chromatography on silica gel (eluent:heptane/EA 9:1) gives 23 mg of 1-[3-(3-chlorobenzoylamino)-1H-indazol-5-yl]-3-(2,5-difluorobenzyl)urea (“A21”) as a colourless powder (31%), MS-FAB (M+H+)=456; Reactants: S1C(=NC(=C1)C(=O)[O-])C(=O)OCC (2,4-thiazoledicarboxylic acid, 2-ethyl ester), N[C@@H](CN1N=C(C=C1)C1=CC(=C(C#N)C=C1)Cl)C ((R)-4-(1-(2-aminopropyl)-1H-pyrazol-3-yl)-2-chlorobenzonitrile). The product is ClC=1C=C(C=CC1C#N)C1=NN(C=C1)C[C@@H](C)NC(=O)C=1N=C(SC1)C(=O)OCC ((R)-ethyl 4-(1-(3-(3-chloro-4-cyanophenyl)-1H-pyrazol-1-yl)propan-2-yl-carbamoyl)thiazole-2-carboxylate). Yield: 66.3%. Reaction SMILES: [S:1]1[CH:5]=[C:4]([C:6]([O-:8])=O)[N:3]=[C:2]1[C:9]([O:11][CH2:12][CH3:13])=[O:10].[NH2:14][C@H:15]([CH3:31])[CH2:16][N:17]1[CH:21]=[CH:20][C:19]([C:22]2[CH:29]=[CH:28][C:25]([C:26]#[N:27])=[C:24]([Cl:30])[CH:23]=2)=[N:18]1>>[Cl:30][C:24]1[CH:23]=[C:22]([C:19]2[CH:20]=[CH:21][N:17]([CH2:16][C@H:15]([NH:14][C:6]([C:4]3[N:3]=[C:2]([C:9]([O:11][CH2:12][CH3:13])=[O:10])[S:1][CH:5]=3)=[O:8])[CH3:31])[N:18]=2)[CH:29]=[CH:28][C:25]=1[C:26]#[N:27]. Procedure: (R)-ethyl 4-(1-(3-(3-chloro-4-cyanophenyl)-1H-pyrazol-1-yl)propan-2-yl-carbamoyl)thiazole-2-carboxylate was prepared using the method of Example 34(d) starting from 2,4-thiazoledicarboxylic acid, 2-ethyl ester (0.528 g, 2.62 mmol) and (R)-4-(1-(2-aminopropyl)-1H-pyrazol-3-yl)-2-chlorobenzonitrile (0.6 g, 2.186 mmol). The product triturated diethyl ether. Yield 66.3%. 1H-NMR (400 MHz; DMSO-d6): δ 1.17 (d, 3H), 1.34 (t, 3H), 4.34 (dd, 1H), 4.39-4.47 (m, 3H), 4.47-4.56 (m, 1H), 6.94 (d, 1H), 7.83 (...